Dataset: the Open Reaction Database (ORD), a public repository of structured organic reaction records. Task: describe an organic reaction: reactants, conditions, products, and yield The reactants are CC(=O)O[BH-](OC(C)=O)OC(C)=O, CC(=O)O, COC(=O)c1cn(C(=O)OC(C)(C)C)c2nccc(C=O)c12, CC(C)C(N)C(=O)NC1CCCC1, [Na+]. As a reaction SMILES: [C:1]([O:2][BH-:3]([O:4][C:5](=[O:6])[CH3:7])[O:8][C:9](=[O:10])[CH3:11])(=[O:12])[CH3:13].[CH3:50][C:51](=[O:52])[OH:53].[CH:28](=[O:29])[c:30]1[c:31]2[c:32]([n:33][cH:34][cH:35]1)[n:36]([C:43](=[O:44])[O:45][C:46]([CH3:47])([CH3:48])[CH3:49])[cH:37][c:38]2[C:39](=[O:40])[O:41][CH3:42].[NH2:15][CH:16]([C:17](=[O:18])[NH:19][CH:20]1[CH2:21][CH2:22][CH2:23][CH2:24]1)[CH:25]([CH3:26])[CH3:27].[Na+:14]>>[NH:15]([CH:16]([C:17](=[O:18])[NH:19][CH:20]1[CH2:21][CH2:22][CH2:23][CH2:24]1)[CH:25]([CH3:26])[CH3:27])[CH2:28][c:30]1[c:31]2[c:32]([n:33][cH:34][cH:35]1)[n:36]([C:43](=[O:44])[O:45][C:46]([CH3:47])([CH3:48])[CH3:49])[cH:37][c:38]2[C:39](=[O:40])[O:41][CH3:42]. Product: COC(=O)c1cn(C(=O)OC(C)(C)C)c2nccc(CNC(C(=O)NC3CCCC3)C(C)C)c12.